From a dataset of the Open Reaction Database (ORD), a public repository of structured organic reaction records. describe an organic reaction: reactants, conditions, products, and yield Reactants: F[B-](F)(F)F, CC(C)(C)OC(=O)N1Cc2cc(N)ccc2C(C)(C)C1, COc1cc(CNc2ccccc2C(=O)O)ccn1, CCN(C(C)C)C(C)C, ClCCl, CN(C)C(On1nnc2ccccc21)=[N+](C)C. Yields the product COc1cc(CNc2ccccc2C(=O)Nc2ccc3c(c2)CN(C(=O)OC(C)(C)C)CC3(C)C)ccn1. Reaction SMILES: [B-:40]([F:41])([F:42])([F:43])[F:44].[C:20]([CH3:21])([CH3:22])([CH3:23])[O:24][C:25](=[O:26])[N:27]1[CH2:28][c:29]2[cH:30][c:31]([NH2:39])[cH:32][cH:33][c:34]2[C:35]([CH3:37])([CH3:38])[CH2:36]1.[CH3:1][O:2][c:3]1[n:4][cH:5][cH:6][c:7]([CH2:9][NH:10][c:11]2[c:12]([C:13](=[O:14])[OH:15])[cH:16][cH:17][cH:18][cH:19]2)[cH:8]1.[CH:62]([N:63]([CH2:64][CH3:65])[CH:66]([CH3:67])[CH3:68])([CH3:69])[CH3:70].[Cl:71][CH2:72][Cl:73].[n:45]1([O:46][C:47]([N:48]([CH3:49])[CH3:50])=[N+:51]([CH3:52])[CH3:53])[c:54]2[cH:55][cH:56][cH:57][cH:58][c:59]2[n:60][n:61]1>>[CH3:1][O:2][c:3]1[n:4][cH:5][cH:6][c:7]([CH2:9][NH:10][c:11]2[c:12]([C:13](=[O:15])[NH:39][c:31]3[cH:30][c:29]4[c:34]([cH:33][cH:32]3)[C:35]([CH3:37])([CH3:38])[CH2:36][N:27]([C:25]([O:24][C:20]([CH3:21])([CH3:22])[CH3:23])=[O:26])[CH2:28]4)[cH:16][cH:17][cH:18][cH:19]2)[cH:8]1. Starting materials: CCN=C=NCCCN(C)C (EDCI), CCN(C(C)C)C(C)C (DIPEA), O1C(=NN=C1)C1=CC=C(C(=O)O)C=C1 (4-[1,3,4]oxadiazol-2-yl-benzoic acid), C=1C=CC2=C(C1)N=NN2O (HOBt), Cl.NCC(=O)N1CCC(CC1)OC1=C(C=CC=C1)Cl (2-amino-1-[4-(2-chloro-phenoxy)-piperidin-1-yl]-ethanone hydrochloride). Run in O (water), CN(C)C=O (DMF). Run at time 2 minute. Yields the product ClC1=C(OC2CCN(CC2)C(CNC(C2=CC=C(C=C2)C=2OC=NN2)=O)=O)C=CC=C1 (N-{2-[4-(2-chloro-phenoxy)-piperidin-1-yl]-2-oxo-ethyl}-4-[1,3,4]oxadiazol-2-yl-benzamide). The yield is 38.4%. RXN SMILES: CCN(C(C)C)C(C)C.[O:10]1[CH:14]=[N:13][N:12]=[C:11]1[C:15]1[CH:23]=[CH:22][C:18]([C:19]([OH:21])=O)=[CH:17][CH:16]=1.C1C=CC2N(O)N=NC=2C=1.CCN=C=NCCCN(C)C.Cl.[NH2:46][CH2:47][C:48]([N:50]1[CH2:55][CH2:54][CH:53]([O:56][C:57]2[CH:62]=[CH:61][CH:60]=[CH:59][C:58]=2[Cl:63])[CH2:52][CH2:51]1)=[O:49]>CN(C=O)C.O>[Cl:63][C:58]1[CH:59]=[CH:60][CH:61]=[CH:62][C:57]=1[O:56][CH:53]1[CH2:52][CH2:51][N:50]([C:48](=[O:49])[CH2:47][NH:46][C:19](=[O:21])[C:18]2[CH:17]=[CH:16][C:15]([C:11]3[O:10][CH:14]=[N:13][N:12]=3)=[CH:23][CH:22]=2)[CH2:55][CH2:54]1 |f:4.5|. Procedure: DIPEA (203 mg, 0.27 mL, 1.57 mmol) was added to a stirred solution of 4-[1,3,4]oxadiazol-2-yl-benzoic acid (100 mg, 0.52 mmol) in DMF (2 mL) followed by HOBt (85 mg, 0.63 mmol) and EDCI (121 mg, 0.63 mmol). After 2 minutes of stirring, 2-amino-1-[4-(2-chloro-phenoxy)-piperidin-1-yl]-ethanone hydrochloride (192 mg, 0.63 mmol) (prepared according to Step 1 and 5 of the General Scheme) was added and the resulting mixture was stirred at room temperature overnight. Cold water was then added and the p...